From a dataset of the Open Reaction Database (ORD), a public repository of structured organic reaction records. describe an organic reaction: reactants, conditions, products, and yield Reactants: O (water), [OH-].[Na+] (sodium hydroxide), O (water), C1(=CC=CC=C1)C1(CN(CC1)CC1=CC=CC=C1)C(=O)N (3-phenyl-1-(phenylmethyl)-3-pyrrolidinecarboxamide), [H-].[Al+3].[Li+].[H-].[H-].[H-] (lithium aluminum hydride). Run in O1CCCC1 (tetrahydrofuran). Conditions: time 8 hour. Yields the product C1(=CC=CC=C1)C1(CN(CC1)CC1=CC=CC=C1)CN (3-phenyl-1-(phenylmethyl)-3-pyrrolidinemethanamine). Isolated yield 99.0%. RXN SMILES: [C:1]1([C:7]2([C:19]([NH2:21])=O)[CH2:11][CH2:10][N:9]([CH2:12][C:13]3[CH:18]=[CH:17][CH:16]=[CH:15][CH:14]=3)[CH2:8]2)[CH:6]=[CH:5][CH:4]=[CH:3][CH:2]=1.[H-].[Al+3].[Li+].[H-].[H-].[H-].O.[OH-].[Na+]>O1CCCC1>[C:1]1([C:7]2([CH2:19][NH2:21])[CH2:11][CH2:10][N:9]([CH2:12][C:13]3[CH:14]=[CH:15][CH:16]=[CH:17][CH:18]=3)[CH2:8]2)[CH:2]=[CH:3][CH:4]=[CH:5][CH:6]=1 |f:1.2.3.4.5.6,8.9|. Procedure details: To a solution of 3.1 g (0.011 mol) of 3-phenyl-1-(phenylmethyl)-3-pyrrolidinecarboxamide in 150 ml of dry tetrahydrofuran was added 0.84 g (0.022 mol) of lithium aluminum hydride in portions under argon. The suspension was stirred overnight at room temperature. To the mixture was added 0.7 ml of water, 0.9 ml of 40% sodium hydroxide, and 3.0 ml of water. The grainy precipitate was filtered, and the filtrate was concentrated to give 2.9 g of 3-phenyl-1-(phenylmethyl)-3-pyrrolidinemethanamine. A s...